This data is from the Open Reaction Database (ORD), a public repository of structured organic reaction records. The task is: describe an organic reaction: reactants, conditions, products, and yield The reactants are BrC1=CC=2N(C=C1)N=C(C2)C2=CC=C(C=C2)C (5-bromo-2-(p-tolyl)pyrazolo[1,5-a]pyridine), C(=O)C=1C=C(C=CC1)B(O)O (3-formylphenylboronic acid), C([O-])([O-])=O.[Cs+].[Cs+] (caesium carbonate), O1CCCC1 (tetrahydrofuran). Reagents/catalysts: C1=CC=C(C=C1)P([C-]2C=CC=C2)C3=CC=CC=C3.C1=CC=C(C=C1)P([C-]2C=CC=C2)C3=CC=CC=C3.Cl[Pd]Cl.[Fe+2] ([1,1′-bis(diphenylphosphino)ferrocene]dichloropalladium(II)). Solvent: C(C)(=O)OCC (ethyl acetate), O (water). The product is C1(=CC=C(C=C1)C1=NN2C(C=C(C=C2)C=2C=C(C=O)C=CC2)=C1)C (3-(2-{p-Tolyl}pyrazolo[1,5-a]pyridin-5-yl)benzaldehyde). Isolated yield 65.2%. RXN SMILES: Br[C:2]1[CH:7]=[CH:6][N:5]2[N:8]=[C:9]([C:11]3[CH:16]=[CH:15][C:14]([CH3:17])=[CH:13][CH:12]=3)[CH:10]=[C:4]2[CH:3]=1.[CH:18]([C:20]1[CH:21]=[C:22](B(O)O)[CH:23]=[CH:24][CH:25]=1)=[O:19].C(=O)([O-])[O-].[Cs+].[Cs+].O1CCCC1>C(OCC)(=O)C.C1C=CC(P(C2C=CC=CC=2)[C-]2C=CC=C2)=CC=1.C1C=CC(P(C2C=CC=CC=2)[C-]2C=CC=C2)=CC=1.Cl[Pd]Cl.[Fe+2].O>[C:14]1([CH3:17])[CH:15]=[CH:16][C:11]([C:9]2[CH:10]=[C:4]3[CH:3]=[C:2]([C:24]4[CH:25]=[C:20]([CH:21]=[CH:22][CH:23]=4)[CH:18]=[O:19])[CH:7]=[CH:6][N:5]3[N:8]=2)=[CH:12][CH:13]=1 |f:2.3.4,7.8.9.10|. Reported procedure: The procedure described in stage 2.4 is followed, starting with 0.157 g (0.54 mmol) of 5-bromo-2-(p-tolyl)pyrazolo[1,5-a]pyridine obtained in stage 8.3, 0.098 g (0.65 mmol) of 3-formylphenylboronic acid, 0.535 g (1.64 mmol) of caesium carbonate and 0.045 g (0.055 mmol) of [1,1′-bis(diphenylphosphino)ferrocene]dichloropalladium(II) in 5 ml of a 9/1 mixture of tetrahydrofuran and water. After chromatography on silica gel, elution being carried out with a mixture of cyclohexane and ethyl acetate (8... The reactants are aqueous solution, [OH-].[Na+] (sodium hydroxide), C(C)(C)(C)OC(=O)C1=C(C=CC=C1)C1=CC=C(C=C1)CN1C(=NC(=C1C#N)C(C)(C)O)CCCC (1-[(2'-t-butoxycarbonylbiphenyl-4-yl)methyl]-2-butyl-4-(1-hydroxy-1-methylethyl)imidazole-5-carbonitrile). The solvent is C(C)O (ethanol). Yields the product C(C)(C)(C)OC(=O)C1=C(C=CC=C1)C1=CC=C(C=C1)CN1C(=NC(=C1C(=O)N)C(C)(C)O)CCCC (1-[(2'-t-Butoxycarbonylbiphenyl-4-yl)methyl]-2-butyl-4-(1-hydroxy-1-methylethyl)imidazole-5-carboxamide). RXN SMILES: [OH-:1].[Na+].[C:3]([O:7][C:8]([C:10]1[CH:15]=[CH:14][CH:13]=[CH:12][C:11]=1[C:16]1[CH:21]=[CH:20][C:19]([CH2:22][N:23]2[C:27]([C:28]#[N:29])=[C:26]([C:30]([OH:33])([CH3:32])[CH3:31])[N:25]=[C:24]2[CH2:34][CH2:35][CH2:36][CH3:37])=[CH:18][CH:17]=1)=[O:9])([CH3:6])([CH3:5])[CH3:4]>C(O)C>[C:3]([O:7][C:8]([C:10]1[CH:15]=[CH:14][CH:13]=[CH:12][C:11]=1[C:16]1[CH:21]=[CH:20][C:19]([CH2:22][N:23]2[C:27]([C:28]([NH2:29])=[O:1])=[C:26]([C:30]([OH:33])([CH3:32])[CH3:31])[N:25]=[C:24]2[CH2:34][CH2:35][CH2:36][CH3:37])=[CH:18][CH:17]=1)=[O:9])([CH3:6])([CH3:5])[CH3:4] |f:0.1|. Reported procedure: 10 ml of a 1N aqueous solution of sodium hydroxide were added to a solution of 232 mg of 1-[(2'-t-butoxycarbonylbiphenyl-4-yl)methyl]-2-butyl-4-(1-hydroxy-1-methylethyl)imidazole-5-carbonitrile [prepared as described in Example 10(a)] in 10 ml of ethanol, and the resulting mixture was heated under reflux for 3 hours. At the end of this time, the reaction mixture was worked up in a similar manner to that described in Example 45(c), to afford 185 mg of the title compound as an amorphous solid. Starting materials: O=C1Nc2c(Br)cccc2C1(CO)c1cc2c(cc1O)OCO2, CCCCP(CCCC)CCCC, CC(C)(C)OC(=O)N=NC(=O)OC(C)(C)C, C1CCOC1. The product is O=C1Nc2c(Br)cccc2C12COc1cc3c(cc12)OCO3. As a reaction SMILES: [Br:1][c:2]1[cH:3][cH:4][cH:5][c:6]2[c:10]1[NH:9][C:8](=[O:11])[C:7]2([CH2:12][OH:13])[c:14]1[cH:15][c:16]2[c:17]([cH:21][c:22]1[OH:23])[O:18][CH2:19][O:20]2.[CH2:24]([P:25]([CH2:26][CH2:27][CH2:28][CH3:29])[CH2:30][CH2:31][CH2:32][CH3:33])[CH2:34][CH2:35][CH3:36].[N:37]([C:38]([O:39][C:40]([CH3:41])([CH3:42])[CH3:43])=[O:44])=[N:45][C:46]([O:47][C:48]([CH3:49])([CH3:50])[CH3:51])=[O:52].[O:53]1[CH2:54][CH2:55][CH2:56][CH2:57]1>>[Br:1][c:2]1[cH:3][cH:4][cH:5][c:6]2[c:10]1[NH:9][C:8](=[O:11])[C:7]21[CH2:12][O:13][c:22]2[c:14]1[cH:15][c:16]1[c:17]([cH:21]2)[O:18][CH2:19][O:20]1. The reactants are C(=O)(O)C12CCC(CC1)(CC2)NCC(=O)N2[C@@H](C[C@@H](C2)F)C#N ((2S,4S)-1-[[N-(4-carboxybicyclo[2.2.2]oct-1-yl)amino]acetyl]-4-fluoropyrrolidine-2-carbonitrile), NC1=NN=C(S1)C(=O)OCC (ethyl (5-amino-1,3,4-thiadiazole-2-carboxylate)). Product: C(C)OC(=O)C1=NN=C(S1)NC(=O)C12CCC(CC1)(CC2)NCC(=O)N2[C@@H](C[C@@H](C2)F)C#N ((2S,4S)-1-[[N-[4-[N-(5-ethoxycarbonyl-1,3,4-thiadiazol-2-yl)amino]carbonylbicyclo[2.2.2]oct-1-yl]amino]acetyl]-4-fluoropyrrolidine-2-carbonitrile). The yield is 43.1%. Reaction SMILES: [C:1]([C:4]12[CH2:11][CH2:10][C:7]([NH:12][CH2:13][C:14]([N:16]3[CH2:20][C@@H:19]([F:21])[CH2:18][C@H:17]3[C:22]#[N:23])=[O:15])([CH2:8][CH2:9]1)[CH2:6][CH2:5]2)([OH:3])=O.[NH2:24][C:25]1[S:29][C:28]([C:30]([O:32][CH2:33][CH3:34])=[O:31])=[N:27][N:26]=1>>[CH2:33]([O:32][C:30]([C:28]1[S:29][C:25]([NH:24][C:1]([C:4]23[CH2:9][CH2:8][C:7]([NH:12][CH2:13][C:14]([N:16]4[CH2:20][C@@H:19]([F:21])[CH2:18][C@H:17]4[C:22]#[N:23])=[O:15])([CH2:6][CH2:5]2)[CH2:10][CH2:11]3)=[O:3])=[N:26][N:27]=1)=[O:31])[CH3:34]. Procedure: In a similar manner to Example 87, (2S,4S)-1-[[N-(4-carboxybicyclo[2.2.2]oct-1-yl)amino]acetyl]-4-fluoropyrrolidine-2-carbonitrile (50.0 mg) and ethyl (5-amino-1,3,4-thiadiazole-2-carboxylate) (58.9 mg) were used to obtain (2S,4S)-1-[[N-[4-[N-(5-ethoxycarbonyl-1,3,4-thiadiazol-2-yl)amino]carbonylbicyclo[2.2.2]oct-1-yl]amino]acetyl]-4-fluoropyrrolidine-2-carbonitrile (31.9 mg). Starting materials: CC1=NOC(=N1)C1=C(N=C(S1)N)C1=CC=CC=C1 (5-(3-methyl-[1,2,4]oxadiazol-5-yl)-4-phenyl-thiazol-2-ylamine), C1(=CC=CC=C1)CC(=O)Cl (phenyl-acetyl chloride). The product is CC1=NOC(=N1)C1=C(N=C(S1)NC(CC1=CC=CC=C1)=O)C1=CC=CC=C1 (N-[5-(3-Methyl-[1,2,4]oxadiazol-5-yl)-4-phenyl-thiazol-2-yl]-2-phenyl-acetamide). Reaction SMILES: [CH3:1][C:2]1[N:6]=[C:5]([C:7]2[S:11][C:10]([NH2:12])=[N:9][C:8]=2[C:13]2[CH:18]=[CH:17][CH:16]=[CH:15][CH:14]=2)[O:4][N:3]=1.[C:19]1([CH2:25][C:26](Cl)=[O:27])[CH:24]=[CH:23][CH:22]=[CH:21][CH:20]=1>>[CH3:1][C:2]1[N:6]=[C:5]([C:7]2[S:11][C:10]([NH:12][C:26](=[O:27])[CH2:25][C:19]3[CH:24]=[CH:23][CH:22]=[CH:21][CH:20]=3)=[N:9][C:8]=2[C:13]2[CH:14]=[CH:15][CH:16]=[CH:17][CH:18]=2)[O:4][N:3]=1. Reported procedure: Prepared from 5-(3-methyl-[1,2,4]oxadiazol-5-yl)-4-phenyl-thiazol-2-ylamine and phenyl-acetyl chloride. The reactants are O=C1NC(=O)c2ccccc21, CS(=O)(=O)OCC(F)(F)CCOCc1ccccc1, [K], CN(C)C=O, O. The product is O=C1c2ccccc2C(=O)N1CC(F)(F)CCOCc1ccccc1. As a reaction SMILES: [C:25]1(=[O:35])[c:26]2[c:27]([cH:31][cH:32][cH:33][cH:34]2)[C:28](=[O:30])[NH:29]1.[CH3:1][S:2]([O:3][CH2:6][C:7]([CH2:8][CH2:9][O:10][CH2:11][c:12]1[cH:13][cH:14][cH:15][cH:16][cH:17]1)([F:18])[F:19])(=[O:4])=[O:5].[K:36].[O:20]=[CH:21][N:22]([CH3:23])[CH3:24].[OH2:37]>>[CH2:6]([C:7]([CH2:8][CH2:9][O:10][CH2:11][c:12]1[cH:13][cH:14][cH:15][cH:16][cH:17]1)([F:18])[F:19])[N:29]1[C:25](=[O:35])[c:26]2[c:27]([cH:31][cH:32][cH:33][cH:34]2)[C:28]1=[O:30]. The product is CCO[C@@H]1[C@@H]([C@@H]2CC[C@H]([C@H]3[C@]24[C@H](O1)OC(CC3)(OO4)C)C)C (arteether). Procedure: Another method is reported by Bhakuni et al. (Bhakuni R. S; Jain D. C and Sharma, R P., Indian J. Chemistry, 34B, 529-30 (1995). Arteether was prepared by dissolving dihydroartemisinin in alcohol and benzene mixture and then adding chlorotrimethylsilane as acid catalyst. The reaction was stirred for 2 hrs. at room temperature. The reaction mixture was washed with 10% sodium acetate solution and workup as usual method. The other products formed during the reaction were removed by column chromatog... Starting materials: C[C@@H]1CC[C@H]2[C@H]([C@H](O[C@H]3[C@@]24[C@H]1CCC(O3)(OO4)C)O)C (dihydroartemisinin), C1=CC=CC=C1 (benzene), 34B, Cl[Si](C)(C)C (chlorotrimethylsilane). Run at time 2 hour. The solvent is alcohol. Reaction SMILES: [CH3:1][C@H:2]1[C@@H:11]2[CH2:12][CH2:13][C:14]3([CH3:18])[O:16][O:17][C@:10]42[C@H:5]([C@@H:6]([CH3:20])[C@@H:7]([OH:19])[O:8][C@@H:9]4[O:15]3)[CH2:4][CH2:3]1.Cl[Si](C)(C)C.[CH:26]1C=CC=C[CH:27]=1>>[CH3:26][CH2:27][O:19][C@H:7]1[O:8][C@@H:9]2[O:15][C:14]3([CH3:18])[O:16][O:17][C@@:10]42[C@@H:5]([CH2:4][CH2:3][C@@H:2]([CH3:1])[C@@H:11]4[CH2:12][CH2:13]3)[C@H:6]1[CH3:20].